Dataset: the Open Reaction Database (ORD), a public repository of structured organic reaction records. Task: describe an organic reaction: reactants, conditions, products, and yield The reactants are CC(C)(C)OC(=O)NCCNC1CC(C)(C)Oc2nc(-c3ccc(Cl)cc3Cl)c(-c3ccc(Cl)cc3)cc21, ClCCl, O=C(O)C(F)(F)F. Product: CC1(C)CC(NCCN)c2cc(-c3ccc(Cl)cc3)c(-c3ccc(Cl)cc3Cl)nc2O1. RXN SMILES: [Cl:1][c:2]1[cH:3][cH:4][c:5](-[c:8]2[cH:9][c:10]3[c:11]([n:12][c:13]2-[c:14]2[c:15]([Cl:21])[cH:16][c:17]([Cl:20])[cH:18][cH:19]2)[O:22][C:23]([CH3:37])([CH3:38])[CH2:24][CH:25]3[NH:26][CH2:27][CH2:28][NH:29][C:30](=[O:31])[O:32][C:33]([CH3:34])([CH3:35])[CH3:36])[cH:6][cH:7]1.[Cl:46][CH2:47][Cl:48].[F:39][C:40]([F:41])([F:42])[C:43]([OH:44])=[O:45]>>[Cl:1][c:2]1[cH:3][cH:4][c:5](-[c:8]2[cH:9][c:10]3[c:11]([n:12][c:13]2-[c:14]2[c:15]([Cl:21])[cH:16][c:17]([Cl:20])[cH:18][cH:19]2)[O:22][C:23]([CH3:37])([CH3:38])[CH2:24][CH:25]3[NH:26][CH2:27][CH2:28][NH2:29])[cH:6][cH:7]1. Reactants: [BH4-], CCO, CCOC(C)=O, Cl, [Na+], O=C1CCC(c2ccc(O)cc2O)CC1. Product: Oc1ccc(C2CCC(O)CC2)c(O)c1. Reaction SMILES: [BH4-:19].[CH3:16][CH2:17][OH:18].[CH3:22][CH2:23][O:24][C:25](=[O:26])[CH3:27].[ClH:21].[Na+:20].[OH:1][c:2]1[c:3]([CH:9]2[CH2:10][CH2:11][C:12](=[O:15])[CH2:13][CH2:14]2)[cH:4][cH:5][c:6]([OH:8])[cH:7]1>>[OH:1][c:2]1[c:3]([CH:9]2[CH2:10][CH2:11][CH:12]([OH:15])[CH2:13][CH2:14]2)[cH:4][cH:5][c:6]([OH:8])[cH:7]1. Starting materials: CCCC(O)(CCC)c1c(CC)nc2n1CCN2c1c(C)cc(C)cc1C, Cc1ccccc1. The product is CCC=C(CCC)c1c(CC)nc2n1CCN2c1c(C)cc(C)cc1C. Reaction SMILES: [CH2:1]([CH3:2])[c:3]1[n:4][c:5]2[n:6]([c:7]1[C:8]([CH2:9][CH2:10][CH3:11])([CH2:12][CH2:13][CH3:14])[OH:15])[CH2:16][CH2:17][N:18]2[c:19]1[c:20]([CH3:27])[cH:21][c:22]([CH3:26])[cH:23][c:24]1[CH3:25].[CH3:28][c:29]1[cH:30][cH:31][cH:32][cH:33][cH:34]1>>[CH2:1]([CH3:2])[c:3]1[n:4][c:5]2[n:6]([c:7]1[C:8](=[CH:9][CH2:10][CH3:11])[CH2:12][CH2:13][CH3:14])[CH2:16][CH2:17][N:18]2[c:19]1[c:20]([CH3:27])[cH:21][c:22]([CH3:26])[cH:23][c:24]1[CH3:25]. Reactants: COC1=CC=C(C=C1)NNC(=O)N (2-(4-methoxyphenyl)hydrazinecarboxamide), N1=CC=CC=C1 (pyridine), COC1=CC=C(C(=O)Cl)C=C1 (4-methoxybenzoyl chloride), C(C)(=O)OCC.O1CCCC1 (ethyl acetate tetrahydrofuran). Solvent: C1(=CC=CC=C1)C (toluene), C1(=CC=CC=C1)C (toluene), O (water). Reaction conditions: time 1 hour. Product: COC1=CC=C(C(=O)N(NC(=O)N)C2=CC=C(C=C2)OC)C=C1 (2-(4-methoxybenzoyl)-2-(4-methoxyphenyl)hydrazinecarboxamide). Yield: 61.9%. Reaction SMILES: [CH3:1][O:2][C:3]1[CH:8]=[CH:7][C:6]([NH:9][NH:10][C:11]([NH2:13])=[O:12])=[CH:5][CH:4]=1.N1C=CC=CC=1.[CH3:20][O:21][C:22]1[CH:30]=[CH:29][C:25]([C:26](Cl)=[O:27])=[CH:24][CH:23]=1.C(OCC)(=O)C.O1CCCC1>C1(C)C=CC=CC=1.O>[CH3:20][O:21][C:22]1[CH:30]=[CH:29][C:25]([C:26]([N:9]([C:6]2[CH:5]=[CH:4][C:3]([O:2][CH3:1])=[CH:8][CH:7]=2)[NH:10][C:11]([NH2:13])=[O:12])=[O:27])=[CH:24][CH:23]=1 |f:3.4|. Procedure: To a suspension of 2-(4-methoxyphenyl)hydrazinecarboxamide (1.81 g, 9.99 mmol) in 20 mL of toluene, pyridine (1.01 mL, 12.5 mmol) and then a solution of 4-methoxybenzoyl chloride (2.13 g, 12.5 mmol) in 10 mL of toluene were added. The mixture was refluxed with stirring for 1 hour. After cooling, 500 mL of ethyl acetate-tetrahydrofuran (9:1) and 100 mL of water were added to the mixture. After vigorous shaking, an insoluble material was isolated by filtration and dired in vacuo to give 2-(4-metho...